From a dataset of the Open Reaction Database (ORD), a public repository of structured organic reaction records. describe an organic reaction: reactants, conditions, products, and yield Reactants: CSCC=1C=CC=C2C=CNC12 (7-[(Methylsulfanyl)methyl]-1H-indole), C1(CC1)C(O)C1=C(C=C(C=C1)F)F (Cyclopropyl-(2,4-difluorophenyl)methanol), ClC1=CC=C(C=C1)C(C1=CNC2=C(C=CC=C12)CSC)C1CC1 (3-[(4-Chlorophenyl)(cyclopropyl)methyl]-7-[(methylsulfanyl)methyl]-1H-indole). The product is C1(CC1)C(C1=CNC2=C(C=CC=C12)CSC)C1=C(C=C(C=C1)F)F (3-[Cyclopropyl(2,4-difluorophenyl)methyl]-7-[(methylsulfanyl)methyl]-1H-indole). Reaction SMILES: [CH3:1][S:2][CH2:3][C:4]1[CH:5]=[CH:6][CH:7]=[C:8]2[C:12]=1[NH:11][CH:10]=[CH:9]2.[CH:13]1([CH:16]([C:18]2[CH:23]=[CH:22][C:21]([F:24])=[CH:20][C:19]=2[F:25])O)[CH2:15][CH2:14]1.ClC1C=CC(C(C2CC2)C2C3C(=C(CSC)C=CC=3)NC=2)=CC=1>>[CH:13]1([CH:16]([C:18]2[CH:23]=[CH:22][C:21]([F:24])=[CH:20][C:19]=2[F:25])[C:9]2[C:8]3[C:12](=[C:4]([CH2:3][S:2][CH3:1])[CH:5]=[CH:6][CH:7]=3)[NH:11][CH:10]=2)[CH2:14][CH2:15]1. Procedure: The title compound was prepared starting from 300 mg (1.69 mmol) of the compound from Example 8A and 312 mg (1.69 mmol) of the compound from Example 154A in analogy to the synthesis of the compound from Example 227. 170 mg (29% of theory) of the target compound were obtained. Reactants: C(OCC)(C(F)Br)=O, OB(O)c1ccc(c2cccnc2)cc1. The reagents and catalysts are c1ccc(cc1)-c2c3ccccc3cc4ccccc24 (9-Phenylanthracene), C(=O)([O-])[O-].[Cs+].[Cs+] (Cs2CO3), O (water), c12c3c(c(c4ccccc4)ccn3)ccc1c(c1ccccc1)ccn2 (Bathophenanthroline). Solvent: C1COCCO1 (Dioxane). Reaction conditions: temperature 100 celsius, time 18 hour. Yields the product CCOC(=O)C(F)c1ccc(cc1)c2cccnc2. Reaction SMILES: OB([c:1]1[cH:6][cH:5][c:4]([c:7]2[cH:12][n:11][cH:10][cH:9][cH:8]2)[cH:3][cH:2]1)O.[CH3:13][CH2:14][O:15][C:16]([CH:18](Br)[F:19])=[O:17]>>[CH3:13][CH2:14][O:15][C:16]([CH:18]([c:1]1[cH:6][cH:5][c:4]([c:7]2[cH:12][n:11][cH:10][cH:9][cH:8]2)[cH:3][cH:2]1)[F:19])=[O:17]. The reactants are CC(C)(C)CCN, Cc1ccccc1, O=Cc1cccc(F)c1N1CCC(F)C1. Product: CC(C)(C)CCN=Cc1cccc(F)c1N1CCC(F)C1. Reaction SMILES: [CH3:16][C:17]([CH2:18][CH2:19][NH2:20])([CH3:21])[CH3:22].[CH3:23][c:24]1[cH:25][cH:26][cH:27][cH:28][cH:29]1.[F:1][c:2]1[c:3]([N:10]2[CH2:11][CH:12]([F:15])[CH2:13][CH2:14]2)[c:4]([CH:5]=[O:6])[cH:7][cH:8][cH:9]1>>[F:1][c:2]1[c:3]([N:10]2[CH2:11][CH:12]([F:15])[CH2:13][CH2:14]2)[c:4]([CH:5]=[N:20][CH2:19][CH2:18][C:17]([CH3:16])([CH3:21])[CH3:22])[cH:7][cH:8][cH:9]1. The reactants are ClCC=1N(C(=C(N1)C(C)C)SC1=CC(=CC(=C1)Cl)Cl)CC(F)(F)F (2-Chloromethyl-5-(3,5-dichlorophenylthio)-4-isopropyl-1-(2,2,2-trifluoroethyl)-1H-imidazole), ClC=1C=C(C=C(C1)Cl)SC1=C(N=C(N1CC(F)(F)F)CO)C(C)C ([5-(3,5-dichlorophenylthio)-4-isopropyl-1-(2,2,2-trifluoroethyl)-1H-imidazol-2-yl]methanol). Yields the product NCC=1N(C(=C(N1)C(C)C)SC1=CC(=CC(=C1)Cl)Cl)CC(F)(F)F (2-Aminomethyl-5-(3,5-dichlorophenylthio)-4-isopropyl-1-(2,2,2-trifluoroethyl)-1H-imidazole). Reaction SMILES: Cl[CH2:2][C:3]1[N:4]([CH2:20][C:21]([F:24])([F:23])[F:22])[C:5]([S:11][C:12]2[CH:17]=[C:16]([Cl:18])[CH:15]=[C:14]([Cl:19])[CH:13]=2)=[C:6]([CH:8]([CH3:10])[CH3:9])[N:7]=1.ClC1C=C(SC2N(CC(F)(F)F)C(CO)=[N:36]C=2C(C)C)C=C(Cl)C=1>>[NH2:36][CH2:2][C:3]1[N:4]([CH2:20][C:21]([F:22])([F:24])[F:23])[C:5]([S:11][C:12]2[CH:17]=[C:16]([Cl:18])[CH:15]=[C:14]([Cl:19])[CH:13]=2)=[C:6]([CH:8]([CH3:10])[CH3:9])[N:7]=1. Reported procedure: 2-Chloromethyl-5-(3,5-dichlorophenylthio)-4-isopropyl-1-(2,2,2-trifluoroethyl)-1H-imidazole (28k)was synthesized from [5-(3,5-dichlorophenylthio)-4-isopropyl-1-(2,2,2-trifluoroethyl)-1H-imidazol-2-yl]methanol (Compound I-33)by the same synthetic process as that for (28a)in Example 66, and without purification of this compound, 2-azidomethyl-5-(3,5-dichlorophenylthio)-4-isopropyl-1-(2,2,2-trifluoroethyl)-1H-imidazole (29k)was obtained by the same synthetic process as that for (29a)in Example 66. ... Reactants: CN(C)CC1=CNC2=NC=CC=C21 (3-dimethylaminomethyl- 1H-pyrrolo[2,3-b]pyridine), FC1=CC=C(C=C1)/C=C/C=1CCNCC1 ((E)-4-[2-(4-fluorophenyl)ethenyl]-1,2,3,6-tetrahydropyridine). Solvent: C1(=CC=CC=C1)C (toluene). Yields the product FC1=CC=C(C=C1)/C=C/C=1CCN(CC1)CC1=CNC2=NC=CC=C21 ((E)-3-[4-[2-(4-fluorophenyl)ethenyl]-1,2,3,6-tetrahydropyridin-1-yl]methylpyrrolo[2,3-b]pyridine). The yield is 40.0%. As a reaction SMILES: [CH3:1][N:2]([CH2:4][C:5]1[C:13]2[C:8](=[N:9][CH:10]=[CH:11][CH:12]=2)[NH:7][CH:6]=1)[CH3:3].[F:14][C:15]1[CH:20]=[CH:19][C:18](/[CH:21]=[CH:22]/[C:23]2[CH2:24]CNC[CH:28]=2)=[CH:17][CH:16]=1>C1(C)C=CC=CC=1>[F:14][C:15]1[CH:20]=[CH:19][C:18](/[CH:21]=[CH:22]/[C:23]2[CH2:24][CH2:3][N:2]([CH2:4][C:5]3[C:13]4[C:8](=[N:9][CH:10]=[CH:11][CH:12]=4)[NH:7][CH:6]=3)[CH2:1][CH:28]=2)=[CH:17][CH:16]=1. Reported procedure: A mixture of 3-dimethylaminomethyl- 1H-pyrrolo[2,3-b]pyridine (1.57 g, 9 mmol) and (E)-4-[2-(4-fluorophenyl)ethenyl]-1,2,3,6-tetrahydropyridine (2 g, 9 mmol) in toluene (50 ml) was refluxed overnight. The hot solution was filtered, and the product crystallised from toluene to give (E)-3-[4-[2-(4-fluorophenyl)ethenyl]-1,2,3,6-tetrahydropyridin-1-yl]methylpyrrolo[2,3-b]pyridine (1.2 g, 40%). M.p. 211°-213° C. (isopropanol). (Found: C, 75.05; H, 5.99; N,12.27; C21H20 FN3, 0.15H2O requires C, 75.04;... The reactants are c1ccc(CCC2CNCCN2)cc1, CS(C)=O, Cc1ccccc1, CCN(C(C)C)C(C)C, ClCCl, Cl, NC1=Nc2ccc(F)cc2Nc2sc3ccccc3c21. Yields the product Fc1ccc2c(c1)Nc1sc3ccccc3c1C(N1CCNC(CCc3ccccc3)C1)=N2. RXN SMILES: [CH2:22]([CH2:23][c:24]1[cH:25][cH:26][cH:27][cH:28][cH:29]1)[CH:30]1[NH:31][CH2:32][CH2:33][NH:34][CH2:35]1.[CH3:45][S:46]([CH3:47])=[O:48].[CH3:49][c:50]1[cH:51][cH:52][cH:53][cH:54][cH:55]1.[CH:36]([N:37]([CH:38]([CH3:39])[CH3:40])[CH2:41][CH3:42])([CH3:43])[CH3:44].[Cl:56][CH2:57][Cl:58].[ClH:1].[F:2][c:3]1[cH:4][cH:5][c:6]2[c:7]([cH:21]1)[NH:8][c:9]1[s:10][c:11]3[c:12]([c:13]1[C:14]([NH2:16])=[N:15]2)[cH:17][cH:18][cH:19][cH:20]3>>[F:2][c:3]1[cH:4][cH:5][c:6]2[c:7]([cH:21]1)[NH:8][c:9]1[s:10][c:11]3[c:12]([c:13]1[C:14]([N:16]1[CH2:33][CH2:32][NH:31][CH:30]([CH2:22][CH2:23][c:24]4[cH:25][cH:26][cH:27][cH:28][cH:29]4)[CH2:35]1)=[N:15]2)[cH:17][cH:18][cH:19][cH:20]3.